This data is from the Open Reaction Database (ORD), a public repository of structured organic reaction records. The task is: describe an organic reaction: reactants, conditions, products, and yield Reactants: C(C1=CC=CC=C1)OC1=CC=C(C=C1)OCCCCCCBr (1-benzyloxy-4-(6-bromohexyloxy)benzene), C(C)(C)N (isopropylamine). The product is C(C1=CC=CC=C1)OC1=CC=C(C=C1)OCCCCCCNC(C)C (1-benzyloxy-4-[6-(1-methylethyl)aminohexyloxy]benzene). RXN SMILES: [CH2:1]([O:8][C:9]1[CH:14]=[CH:13][C:12]([O:15][CH2:16][CH2:17][CH2:18][CH2:19][CH2:20][CH2:21]Br)=[CH:11][CH:10]=1)[C:2]1[CH:7]=[CH:6][CH:5]=[CH:4][CH:3]=1.[CH:23]([NH2:26])([CH3:25])[CH3:24]>>[CH2:1]([O:8][C:9]1[CH:14]=[CH:13][C:12]([O:15][CH2:16][CH2:17][CH2:18][CH2:19][CH2:20][CH2:21][NH:26][CH:23]([CH3:25])[CH3:24])=[CH:11][CH:10]=1)[C:2]1[CH:7]=[CH:6][CH:5]=[CH:4][CH:3]=1. Reported procedure: As described in Example 19, 1-benzyloxy-4-(6-bromohexyloxy)benzene was reacted with isopropylamine at 100° (12 hours; 500 psi) to give 1-benzyloxy-4-[6-(1-methylethyl)aminohexyloxy]benzene. The crude oil was crystallized from pentane yielding the purified product, mp 47°-49°.